This data is from the Open Reaction Database (ORD), a public repository of structured organic reaction records. The task is: describe an organic reaction: reactants, conditions, products, and yield The reactants are COC(=O)C1=CC=C(C=2NC(=NC21)C2=CC=C(C=C2)Cl)O (2-(4-chloro-phenyl)-7-hydroxy-1H-benzoimidazole-4-carboxylic acid methyl ester), O[Li].O (LiOH.H2O). Solvent: C1CCOC1 (THF), CO.O (MeOH—H2O). Product: ClC1=CC=C(C=C1)C1=NC2=C(N1)C(=CC=C2C(=O)O)O (2-(4-chloro-phenyl)-7-hydroxy-1H-benzoimidazole-4-carboxylic acid). Isolated yield 89.4%. As a reaction SMILES: C[O:2][C:3]([C:5]1[C:13]2[N:12]=[C:11]([C:14]3[CH:19]=[CH:18][C:17]([Cl:20])=[CH:16][CH:15]=3)[NH:10][C:9]=2[C:8]([OH:21])=[CH:7][CH:6]=1)=[O:4].O[Li].O>C1COCC1.CO.O>[Cl:20][C:17]1[CH:16]=[CH:15][C:14]([C:11]2[NH:10][C:9]3[C:8]([OH:21])=[CH:7][CH:6]=[C:5]([C:3]([OH:4])=[O:2])[C:13]=3[N:12]=2)=[CH:19][CH:18]=1 |f:1.2,4.5|. Reported procedure: Wang resin-supported 2-(4-chloro-phenyl)-7-hydroxy-1H-benzoimidazole-4-carboxylic acid methyl ester (570 mg, 0.47 mmol) obtained in step 5 was dissolved in THF, LiOH.H2O (99 mg, 2.35 mmol) in MeOH—H2O (1:1) was added thereto and the resulting mixture was refluxed for 5 hours. The resulting solution was cooled to room temperature and filtered. The filtrate was washed with MeOH and CH2Cl2, and dried to obtain the title compound (551 mg, 0.42 mmol) in a yield of 90%. Reactants: C(CCC)C(C(=O)OCC)CC1=CC=C(C=C1)OCCOC1OCCCC1 (ethyl 2-butyl-3-[4-[2-(tetrahydropyran-2-yloxy)ethoxy]phenyl]propionate), O.C1(=CC=C(C=C1)S(=O)(=O)O)C (p-toluenesulfonic acid monohydrate). Product: C(CCC)C(C(=O)OCC)CC1=CC=C(C=C1)OCCO (Ethyl 2-butyl-3-[4-(2-hydroxyethoxy)phenyl]propionate). Yield: 75.0%. Reaction SMILES: [CH2:1]([CH:5]([CH2:11][C:12]1[CH:17]=[CH:16][C:15]([O:18][CH2:19][CH2:20][O:21]C2CCCCO2)=[CH:14][CH:13]=1)[C:6]([O:8][CH2:9][CH3:10])=[O:7])[CH2:2][CH2:3][CH3:4].O.C1(C)C=CC(S(O)(=O)=O)=CC=1>>[CH2:1]([CH:5]([CH2:11][C:12]1[CH:17]=[CH:16][C:15]([O:18][CH2:19][CH2:20][OH:21])=[CH:14][CH:13]=1)[C:6]([O:8][CH2:9][CH3:10])=[O:7])[CH2:2][CH2:3][CH3:4] |f:1.2|. Reported procedure: In a similar manner to that described in Reference example 3(f), a reaction was carried out using ethyl 2-butyl-3-[4-[2-(tetrahydropyran-2-yloxy)ethoxy]phenyl]propionate (2.47 g), which is the product of Reference example 6(d), and p-toluenesulfonic acid monohydrate (1.24 g) and the reaction mixture was treated to afford the desired compound (1.44 g) as a syrup. Starting materials: C1(CCCC1)=O (cyclopentanone), C(C1=CC=CC=C1)=O (benzaldehyde), C(C#N)C#N (malonic acid dinitrile), N1CCOCC1 (morpholine). Run in CO (methanol). Conditions: time 8 hour. Yields the product NC1=C(C(=C2CCCC2=C1C#N)C1=CC=CC=C1)C#N (6-amino-5,7-dicyano-4-phenyl-indane). Yield: 60.0%. RXN SMILES: [C:1]1(=O)[CH2:5][CH2:4][CH2:3][CH2:2]1.[CH:7](=O)[C:8]1[CH:13]=[CH:12][CH:11]=[CH:10][CH:9]=1.[CH2:15]([C:18]#[N:19])[C:16]#[N:17].[NH:20]1CCO[CH2:22][CH2:21]1>CO>[NH2:17][C:16]1[C:22]([C:21]#[N:20])=[C:5]2[C:1]([CH2:2][CH2:3][CH2:4]2)=[C:7]([C:8]2[CH:13]=[CH:12][CH:11]=[CH:10][CH:9]=2)[C:15]=1[C:18]#[N:19]. Procedure: 1 mol (84 g) of cyclopentanone, 1 mol (106 g) of benzaldehyde and 2 mols (132 g) of malonic acid dinitrile are dissolved in 1 1 of methanol and 60 ml of morpholine are added dropwise over a period of approx. 2 hours in such a way that the temperature of the reaction mixture does not exceed 45° C. The mixture is then stirred for a further 8 hours and the precipitate which forms during the reaction is filtered off. The filter residue is heated in 2 1 of ethanolic KOH for 10 minutes under reflux, t... RXN SMILES: C([O:5][C:6]1[CH:13]=[CH:12][C:9]([CH:10]=[CH2:11])=[CH:8][CH:7]=1)(C)(C)C.[CH2:14]=[CH:15][C:16]1[CH:21]=[CH:20][CH:19]=[CH:18][CH:17]=1.N(C(C)(C)C#N)=NC(C)(C)C#N.S(=O)(=O)(O)O.OC1C=CC(C=C)=CC=1>COCC(O)C.C(OCC)(=O)C>[OH:5][C:6]1[CH:13]=[CH:12][C:9]([CH:10]=[CH2:11])=[CH:8][CH:7]=1.[CH2:14]=[CH:15][C:16]1[CH:21]=[CH:20][CH:19]=[CH:18][CH:17]=1 |f:7.8|. The reactants are C(C)(C)(C)OC1=CC=C(C=C)C=C1 (p-t-butoxystyrene), C=CC1=CC=CC=C1 (styrene), S(O)(O)(=O)=O (sulfuric acid), C(C)(C)(C)OC1=CC=C(C=C)C=C1 (p-t-butoxystyrene), N(=NC(C#N)(C)C)C(C#N)(C)C (azobisisobutyronitrile), OC1=CC=C(C=C)C=C1 (p-hydroxystyrene). Run in COCC(C)O (propylene glycol monomethyl ether), C(C)(=O)OCC (ethyl acetate). Procedure details: 70 parts by mass of p-t-butoxystyrene and 10 parts by mass of styrene were dissolved in 150 parts by mass of propylene glycol monomethyl ether. The mixture was polymerized at 70° C. for 10 hours in a nitrogen atmosphere in the presence of 4 parts by mass of azobisisobutyronitrile. After the addition of sulfuric acid to the reaction solution, the components were reacted at 90° C. for 10 hours to convert (deprotect) p-t-butoxystyrene to p-hydroxystyrene. After the addition of ethyl acetate to the ... The product is OC1=CC=C(C=C)C=C1.C=CC1=CC=CC=C1 (p-hydroxystyrene styrene).